This data is from the Open Reaction Database (ORD), a public repository of structured organic reaction records. The task is: describe an organic reaction: reactants, conditions, products, and yield Reactants: C1C(OCC(O1)(CO)O)(CO)O (1,3-dihydroxyacetone dimer), C(CCO)O (1,3-propanediol). Reaction conditions: temperature 105 celsius, time 4 hour. The product is C(C)(=O)C1OCCCO1 (2-Acetyl-1,3-dioxane). Yield: 53.0%. RXN SMILES: C1O[C:5](O)([CH2:7]O)[CH2:4][O:3][C:2]1([OH:12])[CH2:10][OH:11].[CH2:13](O)CCO>>[C:10]([CH:2]1[O:3][CH2:4][CH2:5][CH2:7][O:12]1)(=[O:11])[CH3:13]. Procedure: A mixture of 3.81 g of 1,3-dihydroxyacetone dimer (available from Aldrich Chemical Co., Milwaukee, Wis.) and 308 mg of Amberlyst-15 ion-exchange resin (Aldrich Chemical Co., Milwaukee, Wis.) in 10 mL of 1,3-propanediol was stirred for four hours at a temperature of about 105° C. (external oil bath temperature) and protected from atmospheric moisture. After cooling the mixture to room temperature, it was filtered through a plug of glass wool into a separatory funnel containing 50 mL of 10% aqueou... Starting materials: CCN=C=O, CN(C)C=O, CCOC(C)=O, Nc1ccc(Cl)c(S(N)(=O)=O)c1O. Yields the product CCNC(=O)Nc1ccc(Cl)c(S(N)(=O)=O)c1O. Reaction SMILES: [CH2:14]([CH3:15])[N:16]=[C:17]=[O:18].[CH3:19][N:20]([CH3:21])[CH:22]=[O:23].[CH3:24][CH2:25][O:26][C:27](=[O:28])[CH3:29].[NH2:1][c:2]1[c:3]([OH:13])[c:4]([S:9](=[O:10])(=[O:11])[NH2:12])[c:5]([Cl:8])[cH:6][cH:7]1>>[NH:1]([c:2]1[c:3]([OH:13])[c:4]([S:9](=[O:10])(=[O:11])[NH2:12])[c:5]([Cl:8])[cH:6][cH:7]1)[C:17]([NH:16][CH2:14][CH3:15])=[O:18]. Reactants: C=CC (propylene), final polymer, C=CC (propylene), CCC=C (butene-1), C=CC (propylene), C=CCCCC (hexene). Product: CCC=C.C=CC.C=CCCCC (Butene-1 Propylene Hexene). Reaction SMILES: [CH2:1]=[CH:2][CH3:3].[CH3:4][CH2:5][CH:6]=[CH2:7].[CH2:8]=[CH:9][CH2:10][CH2:11][CH2:12][CH3:13]>>[CH3:7][CH2:6][CH:5]=[CH2:4].[CH2:1]=[CH:2][CH3:3].[CH2:8]=[CH:9][CH2:10][CH2:11][CH2:12][CH3:13] |f:3.4.5|. Reported procedure: The preparation described in Example 13 was repeated with the difference that 5 g of propylene were fed after feeding butene-1. During polymerization the pressure was kept constant by feeding propylene. The final polymer, the characterization of which is reported in Table 1, contained 5.6% wt (NMR determination) of propylene and 4% wt of hexene. The DSC analysis showed no melting peak. The reactants are ClC1=C(C=O)C=C(C=C1)C(F)(F)F (2-chloro-5-(trifluoromethyl)benzaldehyde), NC=1C=C2[C@H]3[C@@H](N4C2=C(C1)COCC4)CCN(C3)C(=O)OC(C)(C)C (tert-butyl (7bR,11aS)-6-amino-1,2,7b,10,11,11a-hexahydro-4H-[1,4]oxazepino[6,5,4-hi]pyrido[4,3-b]indole-9(8H)-carboxylate). Product: ClC1=C(CNC=2C=C3[C@H]4[C@@H](N5C3=C(C2)COCC5)CCNC4)C=C(C=C1)C(F)(F)F ((7bR,11aS)-N-[2-chloro-5-(trifluoromethyl)benzyl]-1,2,7b,8,9,10,11,11a-octahydro-4H-[1,4]oxazepino[6,5,4-hi]pyrido[4,3-b]indol-6-amine). As a reaction SMILES: [Cl:1][C:2]1[CH:9]=[CH:8][C:7]([C:10]([F:13])([F:12])[F:11])=[CH:6][C:3]=1[CH:4]=O.[NH2:14][C:15]1[CH:16]=[C:17]2[C:21]3=[C:22]([CH2:24][O:25][CH2:26][CH2:27][N:20]3[C@H:19]3[CH2:28][CH2:29][N:30](C(OC(C)(C)C)=O)[CH2:31][C@@H:18]23)[CH:23]=1>>[Cl:1][C:2]1[CH:9]=[CH:8][C:7]([C:10]([F:13])([F:12])[F:11])=[CH:6][C:3]=1[CH2:4][NH:14][C:15]1[CH:16]=[C:17]2[C:21]3=[C:22]([CH2:24][O:25][CH2:26][CH2:27][N:20]3[C@H:19]3[CH2:28][CH2:29][NH:30][CH2:31][C@@H:18]23)[CH:23]=1. Procedure: Using 2-chloro-5-(trifluoromethyl)benzaldehyde and following the procedures described in EXAMPLE 126, tert-butyl (7bR,11aS)-6-amino-1,2,7b,10,11,11a-hexahydro-4H-[1,4]oxazepino[6,5,4-hi]pyrido[4,3-b]indole-9(8H)-carboxylate from EXAMPLE 56, Part B was converted into the title compound of EXAMPLE 133. 1H NMR(CDCl3) δ: 9.45 (broad s, 1H), 9.20 (broad s, 1H), 7.68 (s, 1H), 7.52-7.45 (m, 2H), 6.41 (d, 1H, J=2.2 Hz), 6.27 (d, 1H, J=2.2 Hz), 4.55 (ABq, 2H, JAB=14.3 Hz), 4.40 (s, 2H), 4.22 (app d, 1H, ... Reactants: C1(=CC=C(C=C1)S(=O)(=O)O)C (p-Toluenesulfonic acid), CC1(CCCCCCCCCC2C1COC2)O (4-methyl-dodecahydro-2-oxa-cyclopentacyclododecen-4-ol), O (water). Run in C1(=CC=CC=C1)C (toluene). Conditions: time 8 hour. The product is CC1=CCCCCCCCCC2C1COC2 (13-methyl-3a,4,5,6,7,8,9,10,11,13a-decahydro-1H,3H-2-oxa-cyclopentacyclododecene). The yield is 82.1%. RXN SMILES: [CH3:1][C:2]1(O)[CH:13]2[CH2:14][O:15][CH2:16][CH:12]2[CH2:11][CH2:10][CH2:9][CH2:8][CH2:7][CH2:6][CH2:5][CH2:4][CH2:3]1.C1(C)C=CC(S(O)(=O)=O)=CC=1.O>C1(C)C=CC=CC=1>[CH3:1][C:2]1[CH:13]2[CH2:14][O:15][CH2:16][CH:12]2[CH2:11][CH2:10][CH2:9][CH2:8][CH2:7][CH2:6][CH2:5][CH2:4][CH:3]=1. Reported procedure: Crude 4-methyl-dodecahydro-2-oxa-cyclopentacyclododecen-4-ol (133 g) from Step 3 was dissolved in toluene (1 L). p-Toluenesulfonic acid (pTSA) (4 g) was added and the reaction was heated to reflux with a water trap. After 8 hours, there was no more water separated. The reaction was cooled and washed with sodium carbonate solution. Further distillation afforded 13-methyl-3a,4,5,6,7,8,9,10,11,13a-decahydro-1H,3H-2-oxa-cyclopentacyclododecene (101 g, ˜82% yield). Starting materials: O (water), [I-].N1N=C(C=2CCC3=C(C12)C=CC=C3)C[N+](C)(C)C ((4,5-dihydro-1H-benzo[g]indazol-3-ylmethyl)-trimethylammonium iodide), C1(=CC=CC=C1)C1CCNCC1 (4-phenylpiperidine), C(C)(C)N(CC)C(C)C (diisopropylethylamine). Solvent: CN(C)C=O (DMF). The product is C1(=CC=CC=C1)C1CCN(CC1)CC1=NNC=2C3=C(CCC12)C=CC=C3 (3-(4-Phenylpiperidin-1-ylmethyl)-4,5-dihydro-1H-benzo[g]indazole). Reaction SMILES: [I-].[NH:2]1[C:10]2[C:9]3[CH:11]=[CH:12][CH:13]=[CH:14][C:8]=3[CH2:7][CH2:6][C:5]=2[C:4]([CH2:15][N+:16]([CH3:19])([CH3:18])C)=[N:3]1.[C:20]1([CH:26]2[CH2:31]CNC[CH2:27]2)[CH:25]=[CH:24][CH:23]=[CH:22][CH:21]=1.C(N(C(C)C)CC)(C)C.O>CN(C=O)C>[C:20]1([CH:26]2[CH2:31][CH2:18][N:16]([CH2:15][C:4]3[C:5]4[CH2:6][CH2:7][C:8]5[CH:14]=[CH:13][CH:12]=[CH:11][C:9]=5[C:10]=4[NH:2][N:3]=3)[CH2:19][CH2:27]2)[CH:25]=[CH:24][CH:23]=[CH:22][CH:21]=1 |f:0.1|. Procedure details: A solution of (4,5-dihydro-1H-benzo[g]indazol-3-ylmethyl)-trimethylammonium iodide (0.30 g), 4-phenylpiperidine (0.15 g) and diisopropylethylamine (0.30 cm3) in DMF (10 cm3) was heated under argon at 80° C. for 24 hours. The mixture was cooled, poured into water (25 cm3) and extracted with 50% ethyl acetate-diethyl ether (2×25 cm3). The extracts were dried (MgSO4), filtered and concentrated to give the title compound as a brown oil. This was crystallised as the half-oxalate salt from DMF-ethanol... Reactants: BrC=1C=NC(=NC1)N1C=C(C2=CC=C(C=C12)C(=O)N1CCOCC1)SC ((1-(5-bromopyrimidin-2-yl)-3-(methylthio)-1H-indol-6-yl)(morpholino)methanone), OC1=CC=C(C=C1)B(O)O (4-hydroxyphenyl boronic acid). Product: OC1=CC=C(C=C1)C=1C=NC(=NC1)N1C=C(C2=CC=C(C=C12)C(=O)N1CCOCC1)SC ((1-(5-(4-Hydroxyphenyl)pyrimidin-2-yl)-3-(methylthio)-1H-indol-6-yl)(morpholino)-methanone). As a reaction SMILES: Br[C:2]1[CH:3]=[N:4][C:5]([N:8]2[C:16]3[C:11](=[CH:12][CH:13]=[C:14]([C:17]([N:19]4[CH2:24][CH2:23][O:22][CH2:21][CH2:20]4)=[O:18])[CH:15]=3)[C:10]([S:25][CH3:26])=[CH:9]2)=[N:6][CH:7]=1.[OH:27][C:28]1[CH:33]=[CH:32][C:31](B(O)O)=[CH:30][CH:29]=1>>[OH:27][C:28]1[CH:33]=[CH:32][C:31]([C:2]2[CH:3]=[N:4][C:5]([N:8]3[C:16]4[C:11](=[CH:12][CH:13]=[C:14]([C:17]([N:19]5[CH2:24][CH2:23][O:22][CH2:21][CH2:20]5)=[O:18])[CH:15]=4)[C:10]([S:25][CH3:26])=[CH:9]3)=[N:6][CH:7]=2)=[CH:30][CH:29]=1. Reported procedure: Synthesized from (1-(5-bromopyrimidin-2-yl)-3-(methylthio)-1H-indol-6-yl)(morpholino)methanone (400 mg, 0.923 mmol) and 4-hydroxyphenyl boronic acid (153 mg, 1.108 mmol) in analogy to procedure 1d). Pale brown solid. Yield: 280 mg (68% of theory) Reactants: C1(=CC=CC=C1)C1=CC(OC2=CC(=CC=C12)OS(=O)(=O)C(F)(F)F)=O (4-phenyl-7-trifluoromethanesulfonyloxycoumarin), tetrakis (triphenylphosphine)palladium (0), [NH4+].[Cl-] (NH4Cl). The solvent is CCN(CC)CC (Et3N), CO (MeOH), CS(=O)C (DMSO). Yields the product C(=O)(OC)C1=CC=C2C(=CC(OC2=C1)=O)C1=CC=CC=C1 (7--Carbomethoxy-4-phenylcoumarin). RXN SMILES: [C:1]1([C:7]2[C:16]3[C:11](=[CH:12][C:13](OS(C(F)(F)F)(=O)=O)=[CH:14][CH:15]=3)[O:10][C:9](=[O:25])[CH:8]=2)[CH:6]=[CH:5][CH:4]=[CH:3][CH:2]=1.[NH4+].[Cl-]>CCN(CC)CC.CO.CS(C)=O>[C:9]([C:13]1[CH:12]=[C:11]2[C:16]([C:7]([C:1]3[CH:6]=[CH:5][CH:4]=[CH:3][CH:2]=3)=[CH:8][C:9](=[O:25])[O:10]2)=[CH:15][CH:14]=1)([O:10][CH3:11])=[O:25] |f:1.2|. Reported procedure: A solution of 4-phenyl-7-trifluoromethanesulfonyloxycoumarin (1.75 g) and tetrakis (triphenylphosphine)palladium (0) (600 mg) in Et3N (1.3 mL), MeOH (15 mL) and DMSO (25 mL) was stirred under an atmosphere of carbon monoxide for 1 hr. at 70° C. The mixture was then poured onto sat. NH4Cl solution, extracted with EtOAc, dried and evaporated. Chromatography on silica gel (30% EtOAc/hexane) yielded the title compound as a solid, m.p. 133°-135° C. Starting materials: C1CC2=C(C=CC=N2)C(=O)C1 (5,6,7,8-tetrahydroquinolinone-5), Cl.NO (hydroxylamine hydrochloride), C(C)(=O)[O-].[Na+] (sodium acetate). Run in CO (MeOH), O (H2O). Product: N1=CC=CC=2C(CCCC12)=NO (7,8-Dihydro-6H-quinolin-5-one oxime). Reaction SMILES: [CH2:1]1[CH2:11][C:9](=O)[C:4]2[CH:5]=[CH:6][CH:7]=[N:8][C:3]=2[CH2:2]1.Cl.[NH2:13][OH:14].C([O-])(=O)C.[Na+]>CO.O>[N:8]1[C:3]2[CH2:2][CH2:1][CH2:11][C:9](=[N:13][OH:14])[C:4]=2[CH:5]=[CH:6][CH:7]=1 |f:1.2,3.4|. Reported procedure: A mixture of 1.0 eq of 5,6,7,8-tetrahydroquinolinone-5 (93) (Tyger Scientific, Ti 1850), 3.0 eq of hydroxylamine hydrochloride (Aldrich, 37,992-1), and 3.0 eq of sodium acetate in 50 mL of MeOH and 15 mL of H2O was refluxed for 4 hrs. The mixture was allowed to cool to rt. After rotary evaporation of the MeOH, 100 mL of H2O was added. The solid formed was collected by vacuum filtration. The solid collected was triturated with hexanes and dried under vacuum to give 94.